The task is: describe an organic reaction: reactants, conditions, products, and yield. This data is from the Open Reaction Database (ORD), a public repository of structured organic reaction records. Yields the product CCC1Cc2ccccc2C(C)N1C(=O)C(Cl)Cl. Starting materials: ClCCl, CCC1Cc2ccccc2C(C)N1, CC#N, O=C(Cl)C(Cl)Cl, [Na+], [OH-], O, c1ccc2cnccc2c1. As a reaction SMILES: [CH2:33]([Cl:34])[Cl:35].[CH3:1][CH:2]1[NH:3][CH:4]([CH2:12][CH3:13])[CH2:5][c:6]2[cH:7][cH:8][cH:9][cH:10][c:11]21.[CH3:36][C:37]#[N:38].[Cl:26][CH:27]([Cl:28])[C:29]([Cl:30])=[O:31].[Na+:25].[OH-:24].[OH2:32].[cH:14]1[cH:15][c:16]2[c:17]([cH:18][n:19][cH:20][cH:21]2)[cH:22][cH:23]1>>[CH3:1][CH:2]1[N:3]([C:29]([CH:27]([Cl:26])[Cl:28])=[O:31])[CH:4]([CH2:12][CH3:13])[CH2:5][c:6]2[cH:7][cH:8][cH:9][cH:10][c:11]21. Reactants: CS(=O)(=O)OCCOC1=NNC2=NC=NC(=C21)NC2=CC(=C(C=C2)OCC2=CC=CC=C2)C (2-[(4-{[4-(benzyloxy)-3-methylphenyl]amino}-1H-pyrazolo[3,4-d]pyrimidin-3-yl)oxy]ethyl methanesulfonate), OC1CCNCC1 (4-hydroxypiperidine). Yields the product C(C1=CC=CC=C1)OC1=C(C=C(C=C1)NC1=C2C(=NC=N1)NN=C2OCCN2CCC(CC2)O)C (1-{2-[(4-{[4-(benzyloxy)-3-methylphenyl]amino}-1H-pyrazolo[3,4-d]pyrimidin-3-yl)oxy]ethyl}piperidin-4-ol). The yield is 60.0%. RXN SMILES: CS(O[CH2:6][CH2:7][O:8][C:9]1[C:17]2[C:12](=[N:13][CH:14]=[N:15][C:16]=2[NH:18][C:19]2[CH:24]=[CH:23][C:22]([O:25][CH2:26][C:27]3[CH:32]=[CH:31][CH:30]=[CH:29][CH:28]=3)=[C:21]([CH3:33])[CH:20]=2)[NH:11][N:10]=1)(=O)=O.[OH:34][CH:35]1[CH2:40][CH2:39][NH:38][CH2:37][CH2:36]1>>[CH2:26]([O:25][C:22]1[CH:23]=[CH:24][C:19]([NH:18][C:16]2[N:15]=[CH:14][N:13]=[C:12]3[NH:11][N:10]=[C:9]([O:8][CH2:7][CH2:6][N:38]4[CH2:39][CH2:40][CH:35]([OH:34])[CH2:36][CH2:37]4)[C:17]=23)=[CH:20][C:21]=1[CH3:33])[C:27]1[CH:28]=[CH:29][CH:30]=[CH:31][CH:32]=1. Procedure: The procedure described in Example 55 was repeated using 2-[(4-{[4-(benzyloxy)-3-methylphenyl]amino}-1H-pyrazolo[3,4-d]pyrimidin-3-yl)oxy]ethyl methanesulfonate (prepared as described in Example 110) and 4-hydroxypiperidine to give the title compound in 60% yield; NMR Spectrum: 1.34-1.40 (m, 2H), 1.66-1.69 (m, 2H), 2.16 (t, 2H), 2.22 (s, 3H), 2.75-2.81 (m, 4H), 3.40-3.43 (m, 1H), 4.39 (t, 2H), 4.53 (d, 1H), 5.13 (s, 2H), 7.01 (d, 1H), 7.32-7.48 (m, 7H), 8.19 (s, 1H), 8.24 (s, 1H); Mass Spectrum:... Reactants: C(C1=CC=CC=C1)O[C@@H]1[C@@]2(CO[C@]([C@@H]([C@H]1OCC1=CC=CC=C1)OCC1=CC=CC=C1)(O2)C2=CC(=C(C=C2)Cl)CC2=CC=C(C=C2)OCC)C(CO)O (1-[(1R,2S,3S,4R,5S)-2,3,4-tribenzyloxy-5-[4-chloro-3-[(4-ethoxyphenyl)methyl]phenyl]-6,8-dioxabicyclo[3.2.1]octan-1-yl]ethane-1,2-diol), ClC1=C(C=CC=C1)Cl (o-dichlorobenzene). Reagents/catalysts: [Pd] (Pd/C). Solvent: CO.O1CCCC1 (methanol tetrahydrofuran). Reaction conditions: time 5 hour. The product is ClC1=C(C=C(C=C1)[C@]12[C@@H]([C@H]([C@@H]([C@](CO1)(O2)C(CO)O)O)O)O)CC2=CC=C(C=C2)OCC ((1R,2S,3S,4R,5S)-5-[4-chloro-3-[(4-ethoxyphenyl)methyl]phenyl]-1-(1,2-dihydroxyethyl)-6,8-dioxabicyclo[3.2.1]octane-2,3,4-triol). Yield: 16.5%. Reaction SMILES: C([O:8][C@H:9]1[C@H:15]([O:16]CC2C=CC=CC=2)[C@@H:14]([O:24]CC2C=CC=CC=2)[C@:13]2([C:33]3[CH:38]=[CH:37][C:36]([Cl:39])=[C:35]([CH2:40][C:41]4[CH:46]=[CH:45][C:44]([O:47][CH2:48][CH3:49])=[CH:43][CH:42]=4)[CH:34]=3)[O:32][C@@:10]1([CH:50]([OH:53])[CH2:51][OH:52])[CH2:11][O:12]2)C1C=CC=CC=1.ClC1C=CC=CC=1Cl>[Pd].CO.O1CCCC1>[Cl:39][C:36]1[CH:37]=[CH:38][C:33]([C@@:13]23[O:32][C@@:10]([CH:50]([OH:53])[CH2:51][OH:52])([CH2:11][O:12]2)[C@@H:9]([OH:8])[C@H:15]([OH:16])[C@H:14]3[OH:24])=[CH:34][C:35]=1[CH2:40][C:41]1[CH:42]=[CH:43][C:44]([O:47][CH2:48][CH3:49])=[CH:45][CH:46]=1 |f:3.4|. Reported procedure: To a solution of 1-[(1R,2S,3S,4R,5S)-2,3,4-tribenzyloxy-5-[4-chloro-3-[(4-ethoxyphenyl)methyl]phenyl]-6,8-dioxabicyclo[3.2.1]octan-1-yl]ethane-1,2-diol 7b (0.9 g, 1.22 mmol) in a methanol/tetrahydrofuran mixture (v/v=4/1, 15 mL) were added o-dichlorobenzene (0.82 mL, 6.1 mmol) and 10% Pd/C (36 mg, 0.12 mmol) in turn. The mixture was stirred at room temperature under H2 for 5 hours and filtered. The filter cake was washed with a methanol/tetrahydrofuran mixture (v/v=4/1, 10 mL×2). The combined fi... Starting materials: CCCCO, Cc1cc(CN)no1, COc1cc2c(Cl)c(C(N)=O)cnc2cc1-c1c(C)noc1C. Yields the product COc1cc2c(NCc3cc(C)on3)c(C(N)=O)cnc2cc1-c1c(C)noc1C. Reaction SMILES: [CH2:32]([OH:33])[CH2:34][CH2:35][CH3:36].[CH3:24][c:25]1[cH:26][c:27]([CH2:30][NH2:31])[n:28][o:29]1.[Cl:1][c:2]1[c:3]([C:21](=[O:22])[NH2:23])[cH:4][n:5][c:6]2[cH:7][c:8](-[c:14]3[c:15]([CH3:20])[n:16][o:17][c:18]3[CH3:19])[c:9]([O:12][CH3:13])[cH:10][c:11]12>>[c:2]1([NH:31][CH2:30][c:27]2[cH:26][c:25]([CH3:24])[o:29][n:28]2)[c:3]([C:21](=[O:22])[NH2:23])[cH:4][n:5][c:6]2[cH:7][c:8](-[c:14]3[c:15]([CH3:20])[n:16][o:17][c:18]3[CH3:19])[c:9]([O:12][CH3:13])[cH:10][c:11]12. Reactants: CNO (methyl hydroxylamine), C(CCCCCCCC)(=O)Cl (nonanoyl chloride), C(CCCCCCCCC)[N+](=O)[O-] (C10H21NO2). Product: CN(O)C(CCCCCCCC)=O (N-methyl nonanohydroxamic acid). RXN SMILES: [CH3:1][NH:2][OH:3].[C:4](Cl)(=[O:13])[CH2:5][CH2:6][CH2:7][CH2:8][CH2:9][CH2:10][CH2:11][CH3:12].C([N+]([O-])=O)CCCCCCCCC>>[CH3:1][N:2]([C:4](=[O:13])[CH2:5][CH2:6][CH2:7][CH2:8][CH2:9][CH2:10][CH2:11][CH3:12])[OH:3]. Reported procedure: The starting N-methyl nonanohydroxamic acid was prepared by acylation of methyl hydroxylamine with nonanoyl chloride and was a white, waxy solid, M.P. 29° C., represented by the formula C10H21NO2. The reactants are C1CCOC1, COC(=O)Cl, CC(C)(C)OC(=O)N1CC2CN(c3ccc4c(c3)C(=O)c3cc(N)ccc3-4)CC2C1, c1ccncc1. The product is COC(=O)Nc1ccc2c(c1)C(=O)c1cc(N3CC4CN(C(=O)OC(C)(C)C)CC4C3)ccc1-2. Reaction SMILES: [CH2:42]1[O:43][CH2:44][CH2:45][CH2:46]1.[Cl:37][C:38](=[O:39])[O:40][CH3:41].[NH2:1][c:2]1[cH:3][c:4]2[c:12]([cH:13][cH:14]1)-[c:11]1[c:6]([cH:7][c:8]([N:15]3[CH2:16][CH:17]4[CH2:18][N:19]([C:23](=[O:24])[O:25][C:26]([CH3:27])([CH3:28])[CH3:29])[CH2:20][CH:21]4[CH2:22]3)[cH:9][cH:10]1)[C:5]2=[O:30].[cH:31]1[cH:32][cH:33][n:34][cH:35][cH:36]1>>[NH:1]([c:2]1[cH:3][c:4]2[c:12]([cH:13][cH:14]1)-[c:11]1[c:6]([cH:7][c:8]([N:15]3[CH2:16][CH:17]4[CH2:18][N:19]([C:23](=[O:24])[O:25][C:26]([CH3:27])([CH3:28])[CH3:29])[CH2:20][CH:21]4[CH2:22]3)[cH:9][cH:10]1)[C:5]2=[O:30])[C:38](=[O:39])[O:40][CH3:41]. Starting materials: C1CCOC1, COC(=O)c1cc(S(=O)(=O)c2cnc(Cl)c(Br)c2)c(SC)s1, CO, CCN(C(C)C)C(C)C, ClCCl, NCc1ccc(S(N)(=O)=O)cc1, CN(C)C=O. Product: COC(=O)c1cc(S(=O)(=O)c2cnc(NCc3ccc(S(N)(=O)=O)cc3)c(Br)c2)c(SC)s1. As a reaction SMILES: [CH2:44]1[O:45][CH2:46][CH2:47][CH2:48]1.[CH3:1][O:2][C:3](=[O:4])[c:5]1[s:6][c:7]([S:21][CH3:22])[c:8]([S:10](=[O:11])(=[O:12])[c:13]2[cH:14][n:15][c:16]([Cl:20])[c:17]([Br:19])[cH:18]2)[cH:9]1.[CH3:49][OH:50].[CH:35]([N:36]([CH:37]([CH3:38])[CH3:39])[CH2:40][CH3:41])([CH3:42])[CH3:43].[Cl:51][CH2:52][Cl:53].[NH2:23][CH2:24][c:25]1[cH:26][cH:27][c:28]([S:31](=[O:32])(=[O:33])[NH2:34])[cH:29][cH:30]1.[O:54]=[CH:55][N:56]([CH3:57])[CH3:58]>>[CH3:1][O:2][C:3](=[O:4])[c:5]1[s:6][c:7]([S:21][CH3:22])[c:8]([S:10](=[O:11])(=[O:12])[c:13]2[cH:14][n:15][c:16]([NH:23][CH2:24][c:25]3[cH:26][cH:27][c:28]([S:31](=[O:32])(=[O:33])[NH2:34])[cH:29][cH:30]3)[c:17]([Br:19])[cH:18]2)[cH:9]1. The reactants are CC#N, CC(C)NC(C)C, Clc1cc(Cl)ncn1, c1ccc(Nc2nc[nH]n2)cc1. The product is Clc1cc(-n2cnc(Nc3ccccc3)n2)ncn1. As a reaction SMILES: [CH3:28][C:29]#[N:30].[CH:21]([NH:22][CH:23]([CH3:24])[CH3:25])([CH3:26])[CH3:27].[Cl:1][c:2]1[n:3][cH:4][n:5][c:6]([Cl:8])[cH:7]1.[c:9]1([NH:15][c:16]2[n:17][nH:18][cH:19][n:20]2)[cH:10][cH:11][cH:12][cH:13][cH:14]1>>[c:2]1(-[n:18]2[n:17][c:16]([NH:15][c:9]3[cH:10][cH:11][cH:12][cH:13][cH:14]3)[n:20][cH:19]2)[n:3][cH:4][n:5][c:6]([Cl:8])[cH:7]1. The reactants are CC(=O)O, CC(=O)[O-], CCOC(C)=O, Cc1ccc(Cc2ccc(C=O)s2)cc1, C[N+](=O)[O-], [NH4+], O. The product is Cc1ccc(Cc2ccc(C=C[N+](=O)[O-])s2)cc1. Reaction SMILES: [CH3:1][C:2](=[O:3])[OH:4].[CH3:25][C:26](=[O:27])[O-:28].[CH3:29][CH2:30][O:31][C:32](=[O:33])[CH3:34].[CH3:5][c:6]1[cH:7][cH:8][c:9]([CH2:10][c:11]2[cH:12][cH:13][c:14]([CH:16]=[O:17])[s:15]2)[cH:18][cH:19]1.[N+:20](=[O:21])([O-:22])[CH3:23].[NH4+:24].[OH2:35]>>[CH3:5][c:6]1[cH:7][cH:8][c:9]([CH2:10][c:11]2[cH:12][cH:13][c:14]([CH:16]=[CH:23][N+:20](=[O:21])[O-:22])[s:15]2)[cH:18][cH:19]1.